Dataset: the Open Reaction Database (ORD), a public repository of structured organic reaction records. Task: describe an organic reaction: reactants, conditions, products, and yield The reactants are ClC(Cl)Cl, CCOC(=O)CC1N=C(c2ccccc2Cl)c2cc(CC)sc2-n2c(C)nnc21, O=C(Cl)c1ccc(Cl)c(Cl)c1, Cl, [Na+], O=C([O-])O. The product is CCOC(=O)CC(NC(=O)c1ccc(Cl)c(Cl)c1)c1nnc(C)n1-c1sc(CC)cc1C(=O)c1ccccc1Cl. Reaction SMILES: [CH:47]([Cl:48])([Cl:49])[Cl:50].[Cl:1][c:2]1[c:3]([C:8]2=[N:9][CH:10]([CH2:24][C:25](=[O:26])[O:27][CH2:28][CH3:29])[c:11]3[n:12]([c:20]([CH3:23])[n:21][n:22]3)-[c:13]3[c:14]2[cH:15][c:16]([CH2:18][CH3:19])[s:17]3)[cH:4][cH:5][cH:6][cH:7]1.[Cl:36][c:37]1[cH:38][c:39]([C:40](=[O:41])[Cl:42])[cH:43][cH:44][c:45]1[Cl:46].[ClH:30].[Na+:31].[OH:32][C:33](=[O:34])[O-:35]>>[Cl:1][c:2]1[c:3]([C:8]([c:14]2[c:13](-[n:12]3[c:11]([CH:10]([NH:9][C:40]([c:39]4[cH:38][c:37]([Cl:36])[c:45]([Cl:46])[cH:44][cH:43]4)=[O:41])[CH2:24][C:25](=[O:26])[O:27][CH2:28][CH3:29])[n:22][n:21][c:20]3[CH3:23])[s:17][c:16]([CH2:18][CH3:19])[cH:15]2)=[O:32])[cH:4][cH:5][cH:6][cH:7]1. Starting materials: CC1CCCN1CCc1nc2ccc(Br)cc2s1, c1ccc(-c2ccccc2P(C2CCCCC2)C2CCCCC2)cc1, CC(C)O, [Na+], [Na+], O=C([O-])[O-], O, OB(O)c1cccnc1. Yields the product CC1CCCN1CCc1nc2ccc(-c3cccnc3)cc2s1. As a reaction SMILES: [Br:1][c:2]1[cH:3][c:4]2[c:5]([n:6][c:7]([CH2:9][CH2:10][N:11]3[CH:12]([CH3:16])[CH2:13][CH2:14][CH2:15]3)[s:8]2)[cH:17][cH:18]1.[CH:28]1([P:29]([CH:30]2[CH2:31][CH2:32][CH2:33][CH2:34][CH2:35]2)[c:36]2[cH:37][cH:38][cH:39][cH:40][c:41]2-[c:42]2[cH:43][cH:44][cH:45][cH:46][cH:47]2)[CH2:48][CH2:49][CH2:50][CH2:51][CH2:52]1.[CH:59]([OH:60])([CH3:61])[CH3:62].[Na+:53].[Na+:54].[O-:55][C:56](=[O:57])[O-:58].[OH2:63].[n:19]1[cH:20][c:21]([B:25]([OH:26])[OH:27])[cH:22][cH:23][cH:24]1>>[c:2]1(-[c:21]2[cH:20][n:19][cH:24][cH:23][cH:22]2)[cH:3][c:4]2[c:5]([n:6][c:7]([CH2:9][CH2:10][N:11]3[CH:12]([CH3:16])[CH2:13][CH2:14][CH2:15]3)[s:8]2)[cH:17][cH:18]1. Reactants: FC=1C=C2C(=C(CC2=CC1)C)CC(=O)O (5-fluoro-2-methylindene-3-acetic acid), COC=1C=C(C=O)C=C(C1OC)OC (3,4,5-trimethoxybenzaldehyde). The product is FC=1C=C2C(=C(/C(/C2=CC1)=C/C1=CC(=C(C(=C1)OC)OC)OC)C)CC(=O)O ((Z)-5-fluoro-2-methyl-1-(3,4,5-trimethoxybenzylidene)-3-indenylacetic acid). Reaction SMILES: [F:1][C:2]1[CH:3]=[C:4]2[C:8](=[CH:9][CH:10]=1)[CH2:7][C:6]([CH3:11])=[C:5]2[CH2:12][C:13]([OH:15])=[O:14].[CH3:16][O:17][C:18]1[CH:19]=[C:20]([CH:23]=[C:24]([O:28][CH3:29])[C:25]=1[O:26][CH3:27])[CH:21]=O>>[F:1][C:2]1[CH:3]=[C:4]2[C:8](=[CH:9][CH:10]=1)/[C:7](=[CH:21]\[C:20]1[CH:23]=[C:24]([O:28][CH3:29])[C:25]([O:26][CH3:27])=[C:18]([O:17][CH3:16])[CH:19]=1)/[C:6]([CH3:11])=[C:5]2[CH2:12][C:13]([OH:15])=[O:14]. Procedure: 5-fluoro-2-methylindene-3-acetic acid (see Example 1, Part D) is allowed to react with 3,4,5-trimethoxybenzaldehyde according to the procedure of Example 1, part E to obtain (Z)-5-fluoro-2-methyl-1-(3,4,5-trimethoxybenzylidene)-3-indenylacetic acid. C22H21FO5 : 384.40; m.p. 168° C. Product: C#CCOc1cc(C(=O)NC2CCC(N3CCOCC3)CC2)ccc1N. As a reaction SMILES: [CH3:30][CH2:31][O:32][C:33](=[O:34])[CH3:35].[CH3:36][OH:37].[NH3:29].[O:1]1[CH2:2][CH2:3][N:4]([CH:7]2[CH2:8][CH2:9][CH:10]([NH:13][C:14]([c:15]3[cH:16][c:17]([O:24][CH2:25][C:26]#[CH:27])[c:18]([N+:21]([O-:22])=[O:23])[cH:19][cH:20]3)=[O:28])[CH2:11][CH2:12]2)[CH2:5][CH2:6]1>>[O:1]1[CH2:2][CH2:3][N:4]([CH:7]2[CH2:8][CH2:9][CH:10]([NH:13][C:14]([c:15]3[cH:16][c:17]([O:24][CH2:25][C:26]#[CH:27])[c:18]([NH2:21])[cH:19][cH:20]3)=[O:28])[CH2:11][CH2:12]2)[CH2:5][CH2:6]1. Starting materials: CCOC(C)=O, CO, N, C#CCOc1cc(C(=O)NC2CCC(N3CCOCC3)CC2)ccc1[N+](=O)[O-]. Starting materials: CC(C)(C)OC(=O)N1CCC(C2CCN(c3cc(Cl)ncn3)CC2)CC1, [H-], [Na+], CN(C)C=O, OCc1ccccc1. Yields the product CC(C)(C)OC(=O)N1CCC(C2CCN(c3cc(OCc4ccccc4)ncn3)CC2)CC1. As a reaction SMILES: [Cl:1][c:2]1[cH:3][c:4]([N:8]2[CH2:9][CH2:10][CH:11]([CH:14]3[CH2:15][CH2:16][N:17]([C:20](=[O:21])[O:22][C:23]([CH3:24])([CH3:25])[CH3:26])[CH2:18][CH2:19]3)[CH2:12][CH2:13]2)[n:5][cH:6][n:7]1.[H-:35].[Na+:36].[O:37]=[CH:38][N:39]([CH3:40])[CH3:41].[OH:27][CH2:28][c:29]1[cH:30][cH:31][cH:32][cH:33][cH:34]1>>[c:2]1([O:27][CH2:28][c:29]2[cH:30][cH:31][cH:32][cH:33][cH:34]2)[cH:3][c:4]([N:8]2[CH2:9][CH2:10][CH:11]([CH:14]3[CH2:15][CH2:16][N:17]([C:20](=[O:21])[O:22][C:23]([CH3:24])([CH3:25])[CH3:26])[CH2:18][CH2:19]3)[CH2:12][CH2:13]2)[n:5][cH:6][n:7]1. Reactants: CC(C(=O)OC)(C=O)C (methyl 2,2-dimethyl-3-oxopropanoate), C(C)(=O)O[BH-](OC(C)=O)OC(C)=O.[Na+] (sodium triacetoxyborohydride), FC(C(=O)N(CC1CCNCC1)[C@H]1[C@@H](C1)C1=CC=CC=C1)(F)F (2,2,2-trifluoro-N-(trans-2-phenylcyclopropyl)-N-(piperidin-4-ylmethyl)acetamide), CC(C(=O)OC)(C=O)C (methyl 2,2-dimethyl-3-oxopropanoate), C(C)(=O)O[BH-](OC(C)=O)OC(C)=O.[Na+] (sodium triacetoxyborohydride), [OH-].[Na+] (sodium hydroxide). The solvent is IC1=CC=CC=C1 (iodobenzene), ClCCCl (1,2-dichloroethane), IC1=CC=CC=C1 (iodobenzene). Conditions: time 18 hour. The product is CC(C(=O)O)(CN1CCC(CC1)CN[C@H]1[C@@H](C1)C1=CC=CC=C1)C (2,2-Dimethyl-3-(4-((((trans)-2-phenylcyclopropyl)amino)methyl)piperidin-1-yl)propanoic acid). Reaction SMILES: FC(F)(F)C([N:5]([C@@H:13]1[CH2:15][C@H:14]1[C:16]1[CH:21]=[CH:20][CH:19]=[CH:18][CH:17]=1)[CH2:6][CH:7]1[CH2:12][CH2:11][NH:10][CH2:9][CH2:8]1)=O.[CH3:24][C:25]([CH3:32])([CH:30]=O)[C:26]([O:28]C)=[O:27].C(O[BH-](OC(=O)C)OC(=O)C)(=O)C.[Na+].[OH-].[Na+]>ClCCCl.IC1C=CC=CC=1>[CH3:24][C:25]([CH3:32])([CH2:30][N:10]1[CH2:9][CH2:8][CH:7]([CH2:6][NH:5][C@@H:13]2[CH2:15][C@H:14]2[C:16]2[CH:17]=[CH:18][CH:19]=[CH:20][CH:21]=2)[CH2:12][CH2:11]1)[C:26]([OH:28])=[O:27] |f:2.3,4.5|. Reported procedure: To a solution of 2,2,2-trifluoro-N-(trans-2-phenylcyclopropyl)-N-(piperidin-4-ylmethyl)acetamide (130 mg, 0.398 mmol) in 1,2-dichloroethane (DCE) (2 mL) were added methyl 2,2-dimethyl-3-oxopropanoate in iodobenzene (160 mg, 0.478 mmol) and sodium triacetoxyborohydride (118 mg, 0.558 mmol), and the reaction mixture was stirred for 18 h. Additional methyl 2,2-dimethyl-3-oxopropanoate in iodobenzene (320 mg) and sodium triacetoxyborohydride (236 mg) were added and the mixture was stirred at rt for ...